This data is from the Open Reaction Database (ORD), a public repository of structured organic reaction records. The task is: describe an organic reaction: reactants, conditions, products, and yield Starting materials: O (Water), [H-].[Na+] (Sodium hydride), C(CCC)C=1N(C2=C(C=NC=3C=CC=CC23)N1)CC(C)(O)C (1-(2-butyl-1H-imidazo[4,5-c]quinolin-1-yl)-2-methylpropan-2-ol), C(=C)S(=O)(=O)C (methyl vinyl sulfone). The solvent is [Cl-].[Na+].O (brine), O1CCCC1 (tetrahydrofuran). Conditions: time 5 minute. The product is C(CCC)C=1N(C2=C(C=NC=3C=CC=CC23)N1)CC(C)(OCCS(=O)(=O)C)C (2-butyl-1-{2-methyl-2-[2-(methylsulfonyl)ethoxy]propyl}-1H-imidazo[4,5-c]quinoline). Yield: 48.5%. Reaction SMILES: [H-].[Na+].[CH2:3]([C:7]1[N:8]([CH2:20][C:21]([CH3:24])([OH:23])[CH3:22])[C:9]2[C:18]3[CH:17]=[CH:16][CH:15]=[CH:14][C:13]=3[N:12]=[CH:11][C:10]=2[N:19]=1)[CH2:4][CH2:5][CH3:6].[CH:25]([S:27]([CH3:30])(=[O:29])=[O:28])=[CH2:26].O>O1CCCC1.[Cl-].[Na+].O>[CH2:3]([C:7]1[N:8]([CH2:20][C:21]([CH3:24])([O:23][CH2:26][CH2:25][S:27]([CH3:30])(=[O:29])=[O:28])[CH3:22])[C:9]2[C:18]3[CH:17]=[CH:16][CH:15]=[CH:14][C:13]=3[N:12]=[CH:11][C:10]=2[N:19]=1)[CH2:4][CH2:5][CH3:6] |f:0.1,6.7.8|. Procedure details: Sodium hydride (60% dispersion in oil, 55 mg, 1.38 mmol) was added to a stirred solution of 1-(2-butyl-1H-imidazo[4,5-c]quinolin-1-yl)-2-methylpropan-2-ol (4.10 g, 13.8 mmol) in tetrahydrofuran (55 mL). After 5 minutes, methyl vinyl sulfone (2.90 g, 27.6 mmol) was added dropwise. The reaction mixture was stirred at room temperature for 1 hour. Water (50 mL) and a small amount of brine were added and the mixture was extracted with ethyl acetate (2×50 mL). The organic layers were combined, washed ... Reactants: Cl, C1CCOC1, Clc1ccc(C(CC2OCCO2)Cn2ccnc2)cc1Cl. Yields the product O=CCC(Cn1ccnc1)c1ccc(Cl)c(Cl)c1. As a reaction SMILES: [ClH:1].[O:23]1[CH2:24][CH2:25][CH2:26][CH2:27]1.[n:2]1([CH2:7][CH:8]([CH2:9][CH:10]2[O:11][CH2:14][CH2:13][O:12]2)[c:15]2[cH:16][c:17]([Cl:22])[c:18]([Cl:21])[cH:19][cH:20]2)[cH:3][n:4][cH:5][cH:6]1>>[n:2]1([CH2:7][CH:8]([CH2:9][CH:10]=[O:11])[c:15]2[cH:16][c:17]([Cl:22])[c:18]([Cl:21])[cH:19][cH:20]2)[cH:3][n:4][cH:5][cH:6]1.